Dataset: the Open Reaction Database (ORD), a public repository of structured organic reaction records. Task: describe an organic reaction: reactants, conditions, products, and yield Starting materials: CC(=O)O, O=C1NC(=O)c2cc(O)ccc21, [Zn]. The product is O=C1NCc2cc(O)ccc21. Reaction SMILES: [C:13]([OH:14])(=[O:15])[CH3:16].[OH:1][c:2]1[cH:3][cH:4][c:5]2[c:6]([cH:12]1)[C:7](=[O:8])[NH:9][C:10]2=[O:11].[Zn:17]>>[OH:1][c:2]1[cH:3][cH:4][c:5]2[c:6]([cH:12]1)[CH2:7][NH:9][C:10]2=[O:11]. Reactants: ClC1=CC=C(C=C1)C(OC1CCN(CC1)CCSC=1OC2=C(N1)C=CC=C2)C2=NC=CC=C2 (2-[2-[4-[(4-chlorophenyl)-2-pyridylmethoxy]-1-piperidyl]ethylthio]benzoxazole), C(\C=C\C(=O)O)(=O)O (fumaric acid). Run in C(C)O (ethanol). The product is C(\C=C\C(=O)O)(=O)O.ClC1=CC=C(C=C1)C(OC1CCN(CC1)CCSC=1OC2=C(N1)C=CC=C2)C2=NC=CC=C2 (2-[2-[4-[(4-chlorophenyl)-2-pyridylmethoxy]-1-piperidyl]ethylthio]benzoxazole fumarate). The yield is 83.9%. Reaction SMILES: [Cl:1][C:2]1[CH:7]=[CH:6][C:5]([CH:8]([C:28]2[CH:33]=[CH:32][CH:31]=[CH:30][N:29]=2)[O:9][CH:10]2[CH2:15][CH2:14][N:13]([CH2:16][CH2:17][S:18][C:19]3[O:20][C:21]4[CH:27]=[CH:26][CH:25]=[CH:24][C:22]=4[N:23]=3)[CH2:12][CH2:11]2)=[CH:4][CH:3]=1.[C:34]([OH:41])(=[O:40])/[CH:35]=[CH:36]/[C:37]([OH:39])=[O:38]>C(O)C>[C:34]([OH:41])(=[O:40])/[CH:35]=[CH:36]/[C:37]([OH:39])=[O:38].[Cl:1][C:2]1[CH:7]=[CH:6][C:5]([CH:8]([C:28]2[CH:33]=[CH:32][CH:31]=[CH:30][N:29]=2)[O:9][CH:10]2[CH2:11][CH2:12][N:13]([CH2:16][CH2:17][S:18][C:19]3[O:20][C:21]4[CH:27]=[CH:26][CH:25]=[CH:24][C:22]=4[N:23]=3)[CH2:14][CH2:15]2)=[CH:4][CH:3]=1 |f:3.4|. Procedure details: 0.48 g (1.00 mmol) of 2-[2-[4-[(4-chlorophenyl)-2-pyridylmethoxy]-1-piperidyl]ethylthio]benzoxazole obtained in Example 1 and 0.116 g (1.00 mmol) of fumaric acid were dissolved in 20 ml of ethanol, and the mixed clean solution was concentrated under reduced pressure. The residue was crystallized from isopropyl ether. The product was recrystallized from ethyl acetate to give 0.50 g (84%) of 2-[2-[4-[(4-chlorophenyl)-2-pyridylmethoxy]-1-piperidyl]ethylthio]benzoxazole fumarate. Reactants: CC(C(=O)OCC)CC=O (ethyl 2-methyl-4-oxobutanoate), CC(C)(C)S(=O)N (2-methylpropane-2-sulfinamide). The reagents and catalysts are [O-]S(=O)(=O)[O-].[Cu+2] (CuSO4). Solvent: C(Cl)Cl (DCM). Reaction conditions: time 24 hour. The product is C(C)(C)(C)S(=O)N=CCC(C(=O)OCC)C (ethyl 4-((tert-butylsulfinyl)imino)-2-methylbutanoate). RXN SMILES: [CH3:1][CH:2]([CH2:8][CH:9]=O)[C:3]([O:5][CH2:6][CH3:7])=[O:4].[CH3:11][C:12]([S:15]([NH2:17])=[O:16])([CH3:14])[CH3:13]>C(Cl)Cl.[O-]S([O-])(=O)=O.[Cu+2]>[C:12]([S:15]([N:17]=[CH:9][CH2:8][CH:2]([CH3:1])[C:3]([O:5][CH2:6][CH3:7])=[O:4])=[O:16])([CH3:14])([CH3:13])[CH3:11] |f:3.4|. Reported procedure: A yellow solution of ethyl 2-methyl-4-oxobutanoate (35.16 mmol) in DCM (72 ml) was treated with 2-methylpropane-2-sulfinamide (4.261 g; 35.16 mmol) and with anh. CuSO4 (11.223 g; 70.32 mmol). The resulting beige heterogeneous mixture was further stirred at rt, under nitrogen, for 24 h. The resulting heterogeneous mixture was then filtered over a short pad of celite, and the separated solids were further washed with DCM. The obtained yellow filtrate was concentrated to dryness under reduced press... Starting materials: solution, C(=O)(Cl)Cl (phosgene), CC1=C(C(=CC(=C1)C)C)S(=O)(=O)C1=NNC=C1 (3-(2,4,6-trimethylphenylsulfonyl)pyrazole), C1(=CC=CC=C1)C (toluene), C1(=CC=CC=C1)C (toluene). Run at temperature 60 celsius, time 20 minute. The product is C(CC)N(C(=O)N1N=C(C=C1)S(=O)(=O)C1=C(C=C(C=C1C)C)C)CCC (1-(Dipropylcarbamoyl)-3-(2,4,6-trimethylphenylsulfonyl)pyrazole). Yield: 89.0%. As a reaction SMILES: [C:1](Cl)(Cl)=[O:2].[CH3:5][C:6]1[CH:11]=[C:10]([CH3:12])[CH:9]=[C:8]([CH3:13])[C:7]=1[S:14]([C:17]1[CH:21]=[CH:20][NH:19][N:18]=1)(=[O:16])=[O:15].[C:22]1([CH3:28])[CH:27]=CC=CC=1>>[CH2:17]([N:18]([CH2:27][CH2:22][CH3:28])[C:1]([N:19]1[CH:20]=[CH:21][C:17]([S:14]([C:7]2[C:8]([CH3:13])=[CH:9][C:10]([CH3:12])=[CH:11][C:6]=2[CH3:5])(=[O:15])=[O:16])=[N:18]1)=[O:2])[CH2:21][CH3:20]. Procedure: 2 ml of a 1.98M solution of phosgene in toluene were added to a solution of 200 mg of 3-(2,4,6-trimethylphenylsulfonyl)pyrazole [prepared as described in step (2) above] in 1 ml of toluene, and the resulting solution was heated at 60° C. for 1 hour. The mixture was concentrated by evaporation under reduced pressure, and then 97 mg of triethylamine and 89 mg of diisopropylamine were added, in that order, to the oily residue. The reaction mixture was then stirred at ambient temperature for 20 minu... RXN SMILES: [Br:1][c:2]1[cH:3][cH:4][c:5]([C:8]([c:9]2[cH:10][cH:11][c:12]([OH:15])[cH:13][cH:14]2)=[C:16]2[CH2:17][CH2:18][CH2:19][CH2:20][CH2:21][CH2:22]2)[cH:6][cH:7]1.[CH2:32]([CH2:33][CH2:34][C:35]#[CH:36])[OH:37].[CH:23]([N:24]([CH2:25][CH3:26])[CH:27]([CH3:28])[CH3:29])([CH3:30])[CH3:31].[Cl-:38].[Cu:86][I:87].[NH4+:39].[O:40]=[CH:41][N:42]([CH3:43])[CH3:44].[OH2:88].[Pd:45]([Cl:46])[Cl:47].[c:48]1([P:49]([c:50]2[cH:51][cH:52][cH:53][cH:54][cH:55]2)[c:56]2[cH:57][cH:58][cH:59][cH:60][cH:61]2)[cH:62][cH:63][cH:64][cH:65][cH:66]1.[c:67]1([P:68]([c:69]2[cH:70][cH:71][cH:72][cH:73][cH:74]2)[c:75]2[cH:76][cH:77][cH:78][cH:79][cH:80]2)[cH:81][cH:82][cH:83][cH:84][cH:85]1>>[c:2]1([C:36]#[C:35][CH2:34][CH2:33][CH2:32][OH:37])[cH:3][cH:4][c:5]([C:8]([c:9]2[cH:10][cH:11][c:12]([OH:15])[cH:13][cH:14]2)=[C:16]2[CH2:17][CH2:18][CH2:19][CH2:20][CH2:21][CH2:22]2)[cH:6][cH:7]1. The reactants are Oc1ccc(C(=C2CCCCCC2)c2ccc(Br)cc2)cc1, C#CCCCO, CCN(C(C)C)C(C)C, [Cl-], [Cu]I, [NH4+], CN(C)C=O, O, Cl[Pd]Cl, c1ccc(P(c2ccccc2)c2ccccc2)cc1, c1ccc(P(c2ccccc2)c2ccccc2)cc1. The product is OCCCC#Cc1ccc(C(=C2CCCCCC2)c2ccc(O)cc2)cc1. Starting materials: C1=CC=C(C2=C1C1=C(CCC2)C=CC=C1)C(=O)O (6,7-dihydro-5H-dibenzo[a,c]cycloheptene-4-carboxylic acid), S(=O)(Cl)Cl (thionyl chloride). Yields the product C1=CC=C(C2=C1C1=C(CCC2)C=CC=C1)C(=O)Cl (6,7-dihydro-5H-dibenzo[a,c]cycloheptene-4-carbonyl chloride). Reaction SMILES: [CH:1]1[C:6]2[C:7]3[CH:15]=[CH:14][CH:13]=[CH:12][C:8]=3[CH2:9][CH2:10][CH2:11][C:5]=2[C:4]([C:16]([OH:18])=O)=[CH:3][CH:2]=1.S(Cl)([Cl:21])=O>>[CH:1]1[C:6]2[C:7]3[CH:15]=[CH:14][CH:13]=[CH:12][C:8]=3[CH2:9][CH2:10][CH2:11][C:5]=2[C:4]([C:16]([Cl:21])=[O:18])=[CH:3][CH:2]=1. Procedure: Under a dry nitrogen atmosphere a stirred solution of 6,7-dihydro-5H-dibenzo[a,c]cycloheptene-4-carboxylic acid (3.4 grams, 0.0142 mole) in thionyl chloride (10 ml) was heated at reflux for 1.5 hours. The excess thionyl chloride was removed by distillation under reduced pressure. Benzene (10 ml) was added and then removed by distillation under reduced pressure to leave 6,7-dihydro-5H-dibenzo[a,c]cycloheptene-4-carbonyl chloride as a residue. Starting materials: C(C)OC(C=C(OCC)N)=O (β-amino-β-ethoxyacrylic acid ethyl ester), BrC1=CC=C(CNN)C=C1 (4-bromobenzylhydrazine), compound. Run in alcohol. Product: NC=1NN(C(C1)=O)CC1=CC=C(C=C1)Br (3-Amino-1-(4-bromobenzyl)-pyrazol-5-one). Reaction SMILES: C([O:3][C:4](=O)[CH:5]=[C:6]([NH2:10])OCC)C.[Br:12][C:13]1[CH:21]=[CH:20][C:16]([CH2:17][NH:18][NH2:19])=[CH:15][CH:14]=1>>[NH2:10][C:6]1[NH:19][N:18]([CH2:17][C:16]2[CH:20]=[CH:21][C:13]([Br:12])=[CH:14][CH:15]=2)[C:4](=[O:3])[CH:5]=1. Procedure details: 17.5 g of β-amino-β-ethoxyacrylic acid ethyl ester and 20 g of 4-bromobenzylhydrazine, on stirring for 5 hours in alcohol at 50° and working up as described in Example 1, yield 15.6 g of the compound identified above, corresponding to 58% of theory, as colorless crystals of melting point 139°.